Task: describe an organic reaction: reactants, conditions, products, and yield. Dataset: the Open Reaction Database (ORD), a public repository of structured organic reaction records Starting materials: CC=1C=C(C=CC1)N=C=O (3-methylphenyl isocyanate), NCC(=O)N1[C@H](C(=O)OC(C)(C)C)CC[C@@H]1C1=CC=CC=C1 (tert-butyl (2S,5R)-1-(2-aminoacetyl)-5-phenylprolinate). Run in O1CCCC1 (tetrahydrofuran). Run at temperature 25 celsius, time 3 hour. Product: CC=1C=C(C=CC1)NC(NCC(=O)N1[C@H](C(=O)OC(C)(C)C)CC[C@@H]1C1=CC=CC=C1)=O (tert-butyl (2S,5R)-1-{2-[3-(3-methylphenyl)ureido]acetyl}-5-phenylprolinate). RXN SMILES: [CH3:1][C:2]1[CH:3]=[C:4]([N:8]=[C:9]=[O:10])[CH:5]=[CH:6][CH:7]=1.[NH2:11][CH2:12][C:13]([N:15]1[C@@H:26]([C:27]2[CH:32]=[CH:31][CH:30]=[CH:29][CH:28]=2)[CH2:25][CH2:24][C@H:16]1[C:17]([O:19][C:20]([CH3:23])([CH3:22])[CH3:21])=[O:18])=[O:14]>O1CCCC1>[CH3:1][C:2]1[CH:3]=[C:4]([NH:8][C:9](=[O:10])[NH:11][CH2:12][C:13]([N:15]2[C@@H:26]([C:27]3[CH:28]=[CH:29][CH:30]=[CH:31][CH:32]=3)[CH2:25][CH2:24][C@H:16]2[C:17]([O:19][C:20]([CH3:23])([CH3:22])[CH3:21])=[O:18])=[O:14])[CH:5]=[CH:6][CH:7]=1. Procedure details: 0.05 cm3 of 3-methylphenyl isocyanate is added to a solution of 0.08 g of tert-butyl (2S,5R)-1-(2-aminoacetyl)-5-phenylprolinate in 10 cm3 of anhydrous tetrahydrofuran. The reaction mixture is stirred for 3 hours at a temperature in the vicinity of 25° C., the solvent is then evaporated under reduced pressure at 45° C. The crude product obtained is purified by chromatography on silica [eluent: dichloromethane/methanol (98/2 by volume)]. The fractions containing the expected product are combined ...